From a dataset of the Open Reaction Database (ORD), a public repository of structured organic reaction records. describe an organic reaction: reactants, conditions, products, and yield Reactants: ClCCCl, COP(=O)(OC)c1cccc(C=CC(=O)O)c1, CC(C)(C)OC(=O)Nc1ccc(-c2cccs2)cc1N, CN(C)C=O, On1nnc2ccccc21. Product: COP(=O)(OC)c1cccc(C=CC(=O)Nc2cc(-c3cccs3)ccc2NC(=O)OC(C)(C)C)c1. RXN SMILES: [CH2:18]([Cl:19])[CH2:20][Cl:21].[CH3:1][O:2][P:3](=[O:4])([O:5][CH3:6])[c:7]1[cH:8][c:9]([CH:13]=[CH:14][C:15](=[O:16])[OH:17])[cH:10][cH:11][cH:12]1.[NH2:32][c:33]1[c:34]([NH:44][C:45]([O:46][C:47]([CH3:48])([CH3:49])[CH3:50])=[O:51])[cH:35][cH:36][c:37](-[c:39]2[s:40][cH:41][cH:42][cH:43]2)[cH:38]1.[O:52]=[CH:53][N:54]([CH3:55])[CH3:56].[OH:22][n:23]1[c:24]2[c:25]([cH:26][cH:27][cH:28][cH:29]2)[n:30][n:31]1>>[CH3:1][O:2][P:3](=[O:4])([O:5][CH3:6])[c:7]1[cH:8][c:9]([CH:13]=[CH:14][C:15](=[O:17])[NH:32][c:33]2[c:34]([NH:44][C:45]([O:46][C:47]([CH3:48])([CH3:49])[CH3:50])=[O:51])[cH:35][cH:36][c:37](-[c:39]3[s:40][cH:41][cH:42][cH:43]3)[cH:38]2)[cH:10][cH:11][cH:12]1. Starting materials: C1=CC(=CC(=C1)Cl)C(=O)OO (mCPBA), FC1=CC(=CC2=C1C(OC2)=O)C=C (7-fluoro-5-vinyl-2-benzofuran-1(3H)-one). Run in C(Cl)Cl (DCM). Reaction conditions: time 16 hour. Product: FC1=CC(=CC2=C1C(OC2)=O)C2OC2 (7-fluoro-5-oxiran-2-yl-2-benzofuran-1(3H)-one). As a reaction SMILES: C1C=C(Cl)C=C(C(OO)=[O:9])C=1.[F:12][C:13]1[C:18]2[C:19](=[O:22])[O:20][CH2:21][C:17]=2[CH:16]=[C:15]([CH:23]=[CH2:24])[CH:14]=1>C(Cl)Cl>[F:12][C:13]1[C:18]2[C:19](=[O:22])[O:20][CH2:21][C:17]=2[CH:16]=[C:15]([CH:23]2[CH2:24][O:9]2)[CH:14]=1. Reported procedure: mCPBA (85%, 9.9 g, 48.9 mmol) was added to a solution of 7-fluoro-5-vinyl-2-benzofuran-1(3H)-one (2.9 g, 16.3 mmol) in 300 mL of DCM at 0° C. The mixture was stirred at room temperature for 16 hours before being cooled to 0° C. The mixture was washed sequentially with saturated NaHCO3 (50 mL), aqueous Na2SO3 (50 mL×2), 5% NaOH (50 mL) and brine, then concentrated. The residue was purified by column chromatography eluted with DCM to afford 7-fluoro-5-oxiran-2-yl-2-benzofuran-1(3H)-one as white so... Starting materials: CCOC(=O)C.CCCCCC (EtOAc hexane), CC(=O)OI1(C=2C=CC=CC2C(=O)O1)(OC(=O)C)OC(=O)C (Dess-Martin reagent), COC=1C=C2CCC(C(C2=CC1)=NN)CCN1CCC(CC1)C1=CC=CC=C1 (3,4-Dihydro-6-methoxy-2-[2-(4-phenyl-1-piperidinyl)ethyl]-1(2H)naphthalenone hydrazone), C(Cl)Cl (CH2Cl2), CCOCC (ether). The product is ClC1=CC=C(C=C1)COC=1C=C2CCC(C(C2=CC1)=O)CCN1CCC(CC1)C1=CC=CC=C1 (6[(4-Chlorophenyl)methoxy]-3,4-dihydro-2-[2-(4-phenyl-1-piperidinyl)ethyl]-1(2H)-naphthalenone). Reaction SMILES: CC(OI1(OC(C)=O)(OC(C)=O)OC(=O)[C:11]2[CH:10]=C[CH:8]=[CH:7][C:6]1=2)=O.[CH3:23][O:24][C:25]1[CH:26]=[C:27]2[C:32](=[CH:33][CH:34]=1)[C:31](=NN)[CH:30]([CH2:37][CH2:38][N:39]1[CH2:44][CH2:43][CH:42]([C:45]3[CH:50]=[CH:49][CH:48]=[CH:47][CH:46]=3)[CH2:41][CH2:40]1)[CH2:29][CH2:28]2.CC[O:53]CC.CCOC(C)=O.CCCCCC.[CH2:68]([Cl:70])Cl>>[Cl:70][C:68]1[CH:8]=[CH:7][C:6]([CH2:23][O:24][C:25]2[CH:26]=[C:27]3[C:32](=[CH:33][CH:34]=2)[C:31](=[O:53])[CH:30]([CH2:37][CH2:38][N:39]2[CH2:44][CH2:43][CH:42]([C:45]4[CH:50]=[CH:49][CH:48]=[CH:47][CH:46]=4)[CH2:41][CH2:40]2)[CH2:29][CH2:28]3)=[CH:11][CH:10]=1 |f:3.4|. Procedure details: Dess-Martin reagent (1,1,1-triacetoxy-1,1-dihydro-1,2-benziodoxol-3(1H)-one, 3.0 g, 4.8 mmol) was added to a solution of the title D compound 3 (1.1 g, 3.2 mmol) in CH2Cl2 (20 mL) stirring under argon at ambient temperature in a flame-dried flask. After stirring at ambient temperature for 1.8 hours, ether was added and the reaction evaporated in vacuo. The residue was transferred to a separatory funnel with ether (200 mL) and 1/1 10% Na2S2O3 /saturated NaHCO3 (150 mL). Extraction with ether and ... Starting materials: BrC1=C(C=CC=C1)C1(C=CNN1)C(=O)OC (methyl 5-(2-bromophenyl)-1H-pyrazole-5-carboxylate), [Cu](C#N)C#N (copper cyanide), CCOC(=O)C (EtOAc). The solvent is CN1CCCC1=O (NMP). Run at time 20 minute. Product: C(#N)C1=C(C=CC=C1)C1=NNC(=C1)C(=O)OC (methyl 3-(2-cyanophenyl)-1H-pyrazole-5-carboxylate). Isolated yield 98.0%. RXN SMILES: Br[C:2]1[CH:7]=[CH:6][CH:5]=[CH:4][C:3]=1[C:8]1(C(OC)=O)[NH:12][NH:11][CH:10]=[CH:9]1.[Cu]([C:20]#[N:21])C#N.C[CH2:23][O:24][C:25](C)=[O:26]>CN1C(=O)CCC1>[C:20]([C:2]1[CH:7]=[CH:6][CH:5]=[CH:4][C:3]=1[C:8]1[CH:9]=[C:10]([C:25]([O:24][CH3:23])=[O:26])[NH:11][N:12]=1)#[N:21]. Procedure details: A mixture of methyl 5-(2-bromophenyl)-1H-pyrazole-5-carboxylate (0.225 g, 0.000800 mol) and copper cyanide (0.093 g, 0.0010 mol) in NMP (10 mL) was subjected to MWI at 170° C. for 20 min. The reaction mixture was diluted with EtOAc and filtered. The filtrate was evaporated to give methyl 3-(2-cyanophenyl)-1H-pyrazole-5-carboxylate (0.178 g, 98%) which was used without purification. LCMS: (AA) ES+ 228.1, ES-226.2. RXN SMILES: [CH2:36]([Sn:37]([CH2:38][CH3:39])([CH2:40][CH3:41])[CH2:42][CH3:43])[CH3:44].[CH3:1][O:2][c:3]1[cH:4][c:5]([C:6]#[N:7])[cH:8][cH:9][c:10]1[OH:11].[CH:12]([CH3:13])([N:14]([CH2:15][CH3:16])[CH:17]([CH3:18])[CH3:19])[CH3:20].[Cl-:45].[Cl:47][CH2:48][Cl:49].[F:21][C:22]([S:23]([O:24][S:25]([C:26]([F:27])([F:28])[F:29])(=[O:30])=[O:31])(=[O:32])=[O:33])([F:34])[F:35].[Li+:46].[O:50]=[CH:51][N:52]([CH3:53])[CH3:54]>>[CH3:1][O:2][c:3]1[cH:4][c:5]([C:6]#[N:7])[cH:8][cH:9][c:10]1[CH2:12][CH3:13]. Product: CCc1ccc(C#N)cc1OC. Reactants: CC[Sn](CC)(CC)CC, COc1cc(C#N)ccc1O, CCN(C(C)C)C(C)C, [Cl-], ClCCl, O=S(=O)(OS(=O)(=O)C(F)(F)F)C(F)(F)F, [Li+], CN(C)C=O. The yield is 103.8%. Solvent: C1CCOC1 (THF). The product is C(=O)(O)COCC#CC1=CC=C(C=C1)C#CCOCC(=O)OC (Methyl {3-[4-(3-carboxymethoxyprop-1-ynyl)phenyl]prop-2-ynyloxy}acetate). Reaction conditions: temperature 70 celsius, time 2 hour. Starting materials: [NH4+].[Cl-] (NH4Cl), BrCC(=O)OC (methyl bromoacetate), ice, suspension, [H-].[Na+] (NaH), OCC#CC1=CC=C(C=C1)C#CCO (3-[4-(3-hydroxyprop-1-ynyl)phenyl]prop-2-yn-1-ol). Reported procedure: A 60% suspension of NaH (2.1 g, 53.7 mmol) is added to a solution of 3-[4-(3-hydroxyprop-1-ynyl)-phenyl]prop-2-yn-1-ol (A6, 0.5 g, 2.68 mmol) in absolute THF (20 ml), and the mixture is stirred at 70° C. for 2 h. After cooling to RT, methyl bromoacetate (5.2 ml, 53.7 mmol) is added dropwise to the reaction solution, and the mixture is stirred at RT overnight. For work-up, the reaction solution is poured into an ice-cooled semisaturated aqueous NH4Cl solution (25 ml) and extracted (2×) with ethyl... RXN SMILES: [H-].[Na+].[OH:3][CH2:4][C:5]#[C:6][C:7]1[CH:12]=[CH:11][C:10]([C:13]#[C:14][CH2:15][OH:16])=[CH:9][CH:8]=1.Br[CH2:18][C:19]([O:21][CH3:22])=[O:20].[NH4+].[Cl-]>C1COCC1>[C:19]([CH2:18][O:3][CH2:4][C:5]#[C:6][C:7]1[CH:12]=[CH:11][C:10]([C:13]#[C:14][CH2:15][O:16][CH2:18][C:19]([O:21][CH3:22])=[O:20])=[CH:9][CH:8]=1)([OH:21])=[O:20] |f:0.1,4.5|.